This data is from the Open Reaction Database (ORD), a public repository of structured organic reaction records. The task is: describe an organic reaction: reactants, conditions, products, and yield Starting materials: C1CCOC1, Cl, [N-]=[N+]=NCc1cnccc1Cl, [NH4+], [Na+], [OH-], [OH-], c1ccc(P(c2ccccc2)c2ccccc2)cc1. Product: NCc1cnccc1Cl. RXN SMILES: [CH2:34]1[O:35][CH2:36][CH2:37][CH2:38]1.[ClH:33].[N:20](=[N+:21]=[N-:22])[CH2:23][c:24]1[cH:25][n:26][cH:27][cH:28][c:29]1[Cl:30].[NH4+:40].[Na+:32].[OH-:31].[OH-:39].[c:1]1([P:2]([c:3]2[cH:4][cH:5][cH:6][cH:7][cH:8]2)[c:9]2[cH:10][cH:11][cH:12][cH:13][cH:14]2)[cH:15][cH:16][cH:17][cH:18][cH:19]1>>[NH2:20][CH2:23][c:24]1[cH:25][n:26][cH:27][cH:28][c:29]1[Cl:30]. Reactants: OCC1CCCC1, N#Cc1c(F)cccc1F, [H-], [Na+], CN(C)C=O, O. The product is N#Cc1c(F)cccc1OCC1CCCC1. RXN SMILES: [CH:3]1([CH2:8][OH:9])[CH2:4][CH2:5][CH2:6][CH2:7]1.[F:10][c:11]1[c:12]([C:13]#[N:14])[c:15]([F:19])[cH:16][cH:17][cH:18]1.[H-:1].[Na+:2].[O:21]=[CH:22][N:23]([CH3:24])[CH3:25].[OH2:20]>>[CH:3]1([CH2:8][O:9][c:15]2[c:12]([C:13]#[N:14])[c:11]([F:10])[cH:18][cH:17][cH:16]2)[CH2:4][CH2:5][CH2:6][CH2:7]1. Reactants: CC1=NN(C=2N=C(C=C(C21)O)C)CC (3,6-dimethyl-1-ethyl-1H-pyrazolo[3,4-b]pyridin-4-ol), C=O (paraformaldehyde), Cl.CNC (dimethylamine hydrochloride). Solvent: CN(C=O)C (dimethylformamide). The product is Cl.CN(C)CC1=C(C2=C(N=C1C)N(N=C2C)CC)O (5-[(dimethylamino)methyl]-3,6-dimethyl-1-ethyl-1H-pyrazolo[3,4-b]pyridin-4-ol, hydrochloride). The yield is 70.9%. RXN SMILES: [CH3:1][C:2]1[C:10]2[C:9]([OH:11])=[CH:8][C:7]([CH3:12])=[N:6][C:5]=2[N:4]([CH2:13][CH3:14])[N:3]=1.[CH2:15]=O.[ClH:17].[CH3:18][NH:19][CH3:20]>CN(C)C=O>[ClH:17].[CH3:18][N:19]([CH2:15][C:8]1[C:7]([CH3:12])=[N:6][C:5]2[N:4]([CH2:13][CH3:14])[N:3]=[C:2]([CH3:1])[C:10]=2[C:9]=1[OH:11])[CH3:20] |f:2.3,5.6|. Procedure: 28.7 g. of 3,6-dimethyl-1-ethyl-1H-pyrazolo[3,4-b]pyridin-4-ol (0.15 mol.), 6.75 g. of paraformaldehyde (0.22 mol.) and 13.5 g. of dimethylamine hydrochloride (0.165 mol.) suspended in 400 ml. dimethylformamide is reacted and worked up according to the procedure of Example 6 to obtain 5-[(dimethylamino)methyl]-3,6-dimethyl-1-ethyl-1H-pyrazolo[3,4-b]pyridin-4-ol, hydrochloride (1:1) yield 30.3 g. (71%), m.p. 242°-245°. The reactants are [Al+3], ClCCl, CC(=O)Cl, Cc1ccccc1, [Cl-], [Cl-], [Cl-], ClC(Cl)=Cc1cccs1, O. Product: CC(=O)c1ccc(C=C(Cl)Cl)s1. Reaction SMILES: [Al+3:15].[CH2:19]([Cl:20])[Cl:21].[CH3:10][C:11]([Cl:12])=[O:13].[CH3:22][c:23]1[cH:24][cH:25][cH:26][cH:27][cH:28]1.[Cl-:14].[Cl-:16].[Cl-:17].[Cl:1][C:2](=[CH:3][c:4]1[s:5][cH:6][cH:7][cH:8]1)[Cl:9].[OH2:18]>>[Cl:1][C:2](=[CH:3][c:4]1[s:5][c:6]([C:11]([CH3:10])=[O:13])[cH:7][cH:8]1)[Cl:9]. Reactants: CCCCC(CC)CBr, CCCCC(CC)CC(CC(C)CC(C)(C)C)OC(=O)n1cncn1, CC(CCO)CC(C)(C)C, O=C([O-])Cl, [Cu], [Li], C1CCOC1. The product is CCCCC(CC)CC(O)CC(C)CC(C)(C)C. RXN SMILES: [Br:1][CH2:2][CH:3]([CH2:4][CH3:5])[CH2:6][CH2:7][CH2:8][CH3:9].[CH2:25]([CH3:26])[CH:27]([CH2:28][CH:29]([CH2:30][CH:31]([CH2:32][C:33]([CH3:34])([CH3:35])[CH3:36])[CH3:37])[O:38][C:39]([n:40]1[cH:41][n:42][cH:43][n:44]1)=[O:45])[CH2:46][CH2:47][CH2:48][CH3:49].[CH3:10][CH:11]([CH2:12][C:13]([CH3:14])([CH3:15])[CH3:16])[CH2:17][CH2:18][OH:19].[Cl:21][C:22]([O-:23])=[O:24].[Cu:55].[Li:20].[O:50]1[CH2:51][CH2:52][CH2:53][CH2:54]1>>[CH2:25]([CH3:26])[CH:27]([CH2:28][CH:29]([CH2:30][CH:31]([CH2:32][C:33]([CH3:34])([CH3:35])[CH3:36])[CH3:37])[OH:38])[CH2:46][CH2:47][CH2:48][CH3:49]. The reactants are C(C)OC(CC1=C(C=CC2=CC(=CC=C12)OC)Cl)=O ((2-Chloro-6-methoxy-naphthalen-1-yl)acetic acid ethyl ester), solution, B(Br)(Br)Br (BBr3). Reagents/catalysts: [I-].C(CCC)[N+](CCCC)(CCCC)CCCC (tetrabutylammonium iodide). The solvent is C(Cl)Cl (CH2Cl2), C(Cl)Cl (CH2Cl2). Conditions: temperature -78 celsius, time 10 minute. Yields the product C(C)OC(CC1=C(C=CC2=CC(=CC=C12)O)Cl)=O ((2-Chloro-6-hydroxy-naphthalen-1-yl)-acetic acid ethyl ester). RXN SMILES: [CH2:1]([O:3][C:4](=[O:19])[CH2:5][C:6]1[C:15]2[C:10](=[CH:11][C:12]([O:16]C)=[CH:13][CH:14]=2)[CH:9]=[CH:8][C:7]=1[Cl:18])[CH3:2].B(Br)(Br)Br>[I-].C([N+](CCCC)(CCCC)CCCC)CCC.C(Cl)Cl>[CH2:1]([O:3][C:4](=[O:19])[CH2:5][C:6]1[C:15]2[C:10](=[CH:11][C:12]([OH:16])=[CH:13][CH:14]=2)[CH:9]=[CH:8][C:7]=1[Cl:18])[CH3:2] |f:2.3|. Reported procedure: (2-Chloro-6-methoxy-naphthalen-1-yl)acetic acid ethyl ester (5.43 g, 19.48 mmol) and tetrabutylammonium iodide (9.35 g, 25.32 mmol) are dissolved under an atmosphere of argon in CH2Cl2 (110 ml). The reaction mixture is cooled to −78° C. and a 1 M solution of BBr3 in CH2Cl2 (48.7 ml, 48.7 mmol) is added during 15 minutes. After stirring at −78° C. for 10 minutes and at RT for 10 minutes, TLC analysis indicates complete consumption of starting material. The reaction mixture is poured on conc. aque...